From a dataset of the Open Reaction Database (ORD), a public repository of structured organic reaction records. describe an organic reaction: reactants, conditions, products, and yield Starting materials: ClC1=CC=C(C=C1)O (4-chlorophenol), C([O-])([O-])=O.[K+].[K+] (potassium carbonate), O (water), ClC1=C(C=NC=C1)[N+](=O)[O-] (4-chloro-3-nitropyridine). Run in CN(C)C=O (DMF), CN(C)C=O (DMF). Conditions: time 15 minute. The product is ClC1=CC=C(OC2=C(C=NC=C2)[N+](=O)[O-])C=C1 (4-(4-Chlorophenoxy)-3-nitropyridine). Yield: 88.2%. Reaction SMILES: [Cl:1][C:2]1[CH:7]=[CH:6][C:5]([OH:8])=[CH:4][CH:3]=1.C(=O)([O-])[O-].[K+].[K+].Cl[C:16]1[CH:21]=[CH:20][N:19]=[CH:18][C:17]=1[N+:22]([O-:24])=[O:23].O>CN(C=O)C>[Cl:1][C:2]1[CH:7]=[CH:6][C:5]([O:8][C:16]2[CH:21]=[CH:20][N:19]=[CH:18][C:17]=2[N+:22]([O-:24])=[O:23])=[CH:4][CH:3]=1 |f:1.2.3|. Reported procedure: To a solution of 4-chlorophenol (1.00 g, 7.78 mmol) in DMF (5 ml) at room temperature was added potassium carbonate (2.15 g, 15.56 mmol) in DMF (10 mL) and the mixture was stirred at room temperature for 15 min. Then, 4-chloro-3-nitropyridine (1.23 g, 7.78 mmol) was added and the resulting solution was stirred at room temperature for 2 h. The mixture was poured into water and extracted with EtOAc. The organic layer was washed with water and brine, dried (MgSO4), filtered and evaporated. 4-(4-Chl... The reactants are O=C=NS(=O)(=O)Cl, ClCCl, [Na+], O=C([O-])O, CCOC(=O)c1nc(-c2ccccc2)sc1N. Product: CCOC(=O)c1nc(-c2ccccc2)sc1NC(N)=O. Reaction SMILES: [Cl:18][S:19](=[O:20])(=[O:21])[N:22]=[C:23]=[O:24].[Cl:30][CH2:31][Cl:32].[Na+:29].[O-:25][C:26]([OH:27])=[O:28].[c:1]1(-[c:7]2[s:8][c:9]([NH2:17])[c:10]([C:12](=[O:13])[O:14][CH2:15][CH3:16])[n:11]2)[cH:2][cH:3][cH:4][cH:5][cH:6]1>>[c:1]1(-[c:7]2[s:8][c:9]([NH:17][C:23]([NH2:22])=[O:24])[c:10]([C:12](=[O:13])[O:14][CH2:15][CH3:16])[n:11]2)[cH:2][cH:3][cH:4][cH:5][cH:6]1. Solvent: C1CCOC1 (THF), O (water). Product: OCC1=C(C(=NC=C1)NC=1SC(=CN1)C#N)C (2-(4-Hydroxymethyl-3-methyl-pyridin-2-ylamino)-thiazole-5-carbonitrile). Starting materials: C1=CC=NC=C1.F (HF-pyridine), C(=O)([O-])[O-].[K+].[K+] (K2CO3), C(C)(C)(C)[SiH2]OC(C1=C(C(=NC=C1)NC=1SC(=CN1)C#N)C)(C)C (2-[4-(tert-Butyl-dimethyl-silanyloxymethyl)-3-methyl-pyridin-2-ylamino]-thiazole-5-carbonitrile), C1=CC=NC=C1.F (HF-pyridine). Reported procedure: 2-[4-(tert-Butyl-dimethyl-silanyloxymethyl)-3-methyl-pyridin-2-ylamino]-thiazole-5-carbonitrile (10-3, 0.920 g, 2.55 mmol) was dissolved in 5 mL THF. HF-pyridine (Aldrich), 0.5 mL, was added and the reaction was stirred at room temperature. After 4 hours an additional 0.5 mL of HF-pyridine was added and the reaction was allowed to stir overnight. After a total of 18 hours the reaction was diluted with water and the pH was adjusted to 7 with K2CO3 (s). The resulting precipitate was filtered and w... Reaction SMILES: C([SiH2][O:6][C:7](C)(C)[C:8]1[CH:13]=[CH:12][N:11]=[C:10]([NH:14][C:15]2[S:16][C:17]([C:20]#[N:21])=[CH:18][N:19]=2)[C:9]=1[CH3:22])(C)(C)C.C1C=CN=CC=1.F.C([O-])([O-])=O.[K+].[K+]>C1COCC1.O>[OH:6][CH2:7][C:8]1[CH:13]=[CH:12][N:11]=[C:10]([NH:14][C:15]2[S:16][C:17]([C:20]#[N:21])=[CH:18][N:19]=2)[C:9]=1[CH3:22] |f:1.2,3.4.5|. The reactants are BrC=1C=C(C(N(C1)C)=O)NC(=O)C1CCC1 (N-(5-bromo-1-methyl-2-oxo-1,2-dihydropyridin-3-yl)cyclobutanecarboxamide), C(C)(=O)OCC=1C(=NC=CC1B(O)O)N1C(C2=CC=3CC(CC3N2CC1)(C)C)=O ({3-[(acetyloxy)methyl]-2-{4,4-dimethyl-9-oxo-1,10-diazatricyclo[6.4.0.02,6]dodeca-2(6),7-dien-10-yl}pyridin-4-yl}boronic acid), CC(=O)[O-].[Na+] (NaOAc), K3PO4.3H2O. Reagents/catalysts: O (water), C1=CC=C(C=C1)P([C-]2C=CC=C2)C3=CC=CC=C3.C1=CC=C(C=C1)P([C-]2C=CC=C2)C3=CC=CC=C3.Cl[Pd]Cl.[Fe+2] (Pd(dppf)Cl2). Solvent: C(C)#N (acetonitrile). Reaction conditions: temperature 100 celsius. Product: C(C)(=O)OCC=1C(=NC=CC1C1=CN(C(C(=C1)NC(=O)C1CCC1)=O)C)N1C(C2=CC=3CC(CC3N2CC1)(C)C)=O ([4-(5-cyclobutaneamido-1-methyl-6-oxo-1,6-dihydropyridin-3-yl)-2-{4,4-dimethyl-9-oxo-1,10-diazatricyclo[6.4.0.02,6]dodeca-2(6),7-dien-10-yl}pyridin-3-yl]methyl acetate). Isolated yield 44.8%. Reaction SMILES: Br[C:2]1[CH:3]=[C:4]([NH:10][C:11]([CH:13]2[CH2:16][CH2:15][CH2:14]2)=[O:12])[C:5](=[O:9])[N:6]([CH3:8])[CH:7]=1.[C:17]([O:20][CH2:21][C:22]1[C:23]([N:31]2[CH2:42][CH2:41][N:40]3[C:33](=[CH:34][C:35]4[CH2:36][C:37]([CH3:44])([CH3:43])[CH2:38][C:39]=43)[C:32]2=[O:45])=[N:24][CH:25]=[CH:26][C:27]=1B(O)O)(=[O:19])[CH3:18].CC([O-])=O.[Na+]>O.C1C=CC(P(C2C=CC=CC=2)[C-]2C=CC=C2)=CC=1.C1C=CC(P(C2C=CC=CC=2)[C-]2C=CC=C2)=CC=1.Cl[Pd]Cl.[Fe+2].C(#N)C>[C:17]([O:20][CH2:21][C:22]1[C:23]([N:31]2[CH2:42][CH2:41][N:40]3[C:33](=[CH:34][C:35]4[CH2:36][C:37]([CH3:44])([CH3:43])[CH2:38][C:39]=43)[C:32]2=[O:45])=[N:24][CH:25]=[CH:26][C:27]=1[C:2]1[CH:3]=[C:4]([NH:10][C:11]([CH:13]2[CH2:16][CH2:15][CH2:14]2)=[O:12])[C:5](=[O:9])[N:6]([CH3:8])[CH:7]=1)(=[O:19])[CH3:18] |f:2.3,5.6.7.8|. Procedure: A 50-mL single-neck round-bottomed flask equipped with a magnetic stirrer and a reflux condenser was charged with 101a (230 mg, 0.80 mmol), {3-[(acetyloxy)methyl]-2-{4,4-dimethyl-9-oxo-1,10-diazatricyclo[6.4.0.02,6]dodeca-2(6),7-dien-10-yl}pyridin-4-yl}boronic acid (320 mg, 0.80 mmol), Pd(dppf)Cl2 (42 mg, 0.050 mmol), NaOAc (82 mg, 1.0 mmol), K3PO4.3H2O (266 mg, 1.0 mmol), water (5 drops) and acetonitrile (6 mL). After three cycles of vacuum/argon flush, the mixture was heated at 100° C. for 1 h... Reaction SMILES: [H-].[Al+3].[Li+].[H-].[H-].[H-].Cl.[CH3:8][C:9]1[CH:14]=[CH:13][C:12]([N:15]2[CH2:20][CH2:19][NH:18][CH2:17][CH2:16]2)=[CH:11][CH:10]=1.[Cl:21][C:22]1[CH:27]=[C:26]([Cl:28])[CH:25]=[CH:24][C:23]=1[C:29]1[N:30]([C:39]2[CH:44]=[CH:43][C:42]([Cl:45])=[CH:41][CH:40]=2)[CH:31]=[C:32]([C:34](OCC)=O)[N:33]=1.O>C1COCC1>[Cl:45][C:42]1[CH:41]=[CH:40][C:39]([N:30]2[CH:31]=[C:32]([CH2:34][N:18]3[CH2:19][CH2:20][N:15]([C:12]4[CH:11]=[CH:10][C:9]([CH3:8])=[CH:14][CH:13]=4)[CH2:16][CH2:17]3)[N:33]=[C:29]2[C:23]2[CH:24]=[CH:25][C:26]([Cl:28])=[CH:27][C:22]=2[Cl:21])=[CH:44][CH:43]=1 |f:0.1.2.3.4.5,6.7|. Yield: 2.7%. Solvent: C1CCOC1 (THF), C1CCOC1 (THF). Run at time 10 minute. Reported procedure: To a suspension of lithium aluminum hydride (21 mg, 0.54 mmol) in THF (2 mL), 1-(4-methylphenyl)piperazine hydrochloride (32 mg, 0.13 mmol) was added. After 10 minutes, a solution of ethyl 2-(2,4-dichlorophenyl)-1-(4-chlorophenyl)-1H-imidazole-4-carboxylate (39 mg, 0.1 mmol) in THF (2 mL) was added dropwise. The reaction mixture was stirred for 10 minutes, and diluted by water. The organic layer was dried over MgSO4, filtered, and concentrated. The residue was purified by HPLC (YMC-packed Pro C1... Yields the product ClC1=CC=C(C=C1)N1C(=NC(=C1)CN1CCN(CC1)C1=CC=C(C=C1)C)C1=C(C=C(C=C1)Cl)Cl (1-{[1-(4-chlorophenyl)-2-(2,4-dichlorophenyl)-1H-imidazol-4-yl]methyl}-4-(4-methylphenyl)-piperazine). Reactants: [H-].[Al+3].[Li+].[H-].[H-].[H-] (lithium aluminum hydride), Cl.CC1=CC=C(C=C1)N1CCNCC1 (1-(4-methylphenyl)piperazine hydrochloride), ClC1=C(C=CC(=C1)Cl)C=1N(C=C(N1)C(=O)OCC)C1=CC=C(C=C1)Cl (ethyl 2-(2,4-dichlorophenyl)-1-(4-chlorophenyl)-1H-imidazole-4-carboxylate), O (water). Reactants: CN([SiH](C)C)[Si](C)(C)C, C=CC(C)=O, Cl, NCCCP(O)O, O. The product is Cl, CC(=O)CCP(=O)(O)CCCN. RXN SMILES: [CH3:14][SiH:15]([CH3:16])[N:17]([CH3:18])[Si:19]([CH3:20])([CH3:21])[CH3:22].[CH:8](=[CH2:9])[C:10](=[O:11])[CH3:12].[ClH:13].[NH2:1][CH2:2][CH2:3][CH2:4][P:5]([OH:6])[OH:7].[OH2:23]>>[ClH:13].[NH2:1][CH2:2][CH2:3][CH2:4][P:5]([OH:6])(=[O:7])[CH2:9][CH2:8][C:10](=[O:11])[CH3:12]. Reactants: Cl.Cl.C(C1=CC=CC=C1)N1CCC(=CC1)C1=CC=C(C=C1)N(C)C (1-Benzyl-4-(4-dimethylaminophenyl)-1,2,3,6-tetrahydropyridine dihydrochloride). Reagents/catalysts: [Pd] (palladium-on-carbon). The solvent is C(C)O (ethanol), O (water). Run at time 10 hour. Product: Cl.Cl.CN(C1=CC=C(C=C1)C1CCNCC1)C (4-(4-Dimethylaminophenyl)piperidine dihydrochloride). Yield: 86.7%. As a reaction SMILES: [ClH:1].Cl.C([N:10]1[CH2:15][CH:14]=[C:13]([C:16]2[CH:21]=[CH:20][C:19]([N:22]([CH3:24])[CH3:23])=[CH:18][CH:17]=2)[CH2:12][CH2:11]1)C1C=CC=CC=1>C(O)C.O.[Pd]>[ClH:1].[ClH:1].[CH3:23][N:22]([CH3:24])[C:19]1[CH:18]=[CH:17][C:16]([CH:13]2[CH2:14][CH2:15][NH:10][CH2:11][CH2:12]2)=[CH:21][CH:20]=1 |f:0.1.2,6.7.8|. Procedure: 1-Benzyl-4-(4-dimethylaminophenyl)-1,2,3,6-tetrahydropyridine dihydrochloride (3.65 g) prepared in Example 46 was dissolved in a solvent mixture of 20 ml of ethanol and 5 ml of water. Using 10% palladium-on-carbon as the catalyst, the mixture was subjected to catalytic reduction at atmospheric temperature and pressure for 10 hours. The catalyst was then filtered off and the solvent was distilled off. The residual oil was diluted with a saturated aqueous solution of sodium chloride, made basic by...